The task is: describe an organic reaction: reactants, conditions, products, and yield. This data is from the Open Reaction Database (ORD), a public repository of structured organic reaction records. Starting materials: C(C)(=O)C1=CC(=C(N)C=C1)[N+](=O)[O-] (4-acetyl-2-nitroaniline), BrC1=CC(=CC=C1)Br (1,3-dibromobenzene), C([O-])([O-])=O.[K+].[K+] (potassium carbonate). Reagents/catalysts: [Cu] (copper bronze). Run at temperature 180 celsius, time 2 day. The product is BrC=1C=C(C=CC1)NC1=C(C=C(C=C1)C(C)=O)[N+](=O)[O-] (N-(3-Bromophenyl)-4-acetyl-2-nitroaniline). Reaction SMILES: [C:1]([C:4]1[CH:10]=[CH:9][C:7]([NH2:8])=[C:6]([N+:11]([O-:13])=[O:12])[CH:5]=1)(=[O:3])[CH3:2].[Br:14][C:15]1[CH:20]=[CH:19][CH:18]=[C:17](Br)[CH:16]=1.C(=O)([O-])[O-].[K+].[K+]>[Cu]>[Br:14][C:15]1[CH:16]=[C:17]([NH:8][C:7]2[CH:9]=[CH:10][C:4]([C:1](=[O:3])[CH3:2])=[CH:5][C:6]=2[N+:11]([O-:13])=[O:12])[CH:18]=[CH:19][CH:20]=1 |f:2.3.4|. Procedure: A mixture of 4-acetyl-2-nitroaniline (3.41 g, 18.94 mmol), 1,3-dibromobenzene (4.6 ml, 38.06 mmol), potassium carbonate (2.62 g, 19 mmol) and a catalytic amount of copper bronze is heated with stirring to 180° C. under a stream of nitrogen for 2 days. After cooling the solid reaction cake is extracted with a mixture of dichloromethane and methanol (9:1). The extract is concentrated under reduced pressure. The residue is extracted with ethyl acetate. This extract is concentrated under reduced pre... Reactants: C(#N)N=C(SC)N[C@H](CN(C(OC(C)(C)C)=O)C)CC1CCCCC1 ((S)-tert-butyl 2-((cyanoimino)(methylthio)methylamino)-3-cyclohexylpropyl(methyl)carbamate), ClC=1C=C(C=CC1)[C@H](OCCNC(OC)=O)[C@H]1CNCCC1 (methyl 2-((R)-(3-chlorophenyl)((R)-piperidin-3-yl)methoxy)ethylcarbamate). The solvent is CN(C)C=O (DMF), CCN(CC)CC (Et3N), C(C)(=O)OCC (ethyl acetate). Reaction conditions: temperature 105 celsius. Yields the product ClC=1C=C(C=CC1)[C@H](OCCNC(OC)=O)[C@H]1CN(CCC1)C(N[C@@H](CC1CCCCC1)CN(C(=O)OC(C)(C)C)C)=NC#N (methyl 2-((R)-(3-chlorophenyl)((R)-1-(N′-cyano-N—((S)-1-cyclohexyl-3-(N-methyl-N-(tert-butoxycarbonyl)amino)propan-2-yl)carbamimidoyl)piperidin-3-yl)methoxy)ethylcarbamate). The yield is 2.3%. As a reaction SMILES: [C:1]([N:3]=[C:4]([NH:7][C@@H:8]([CH2:19][CH:20]1[CH2:25][CH2:24][CH2:23][CH2:22][CH2:21]1)[CH2:9][N:10]([CH3:18])[C:11](=[O:17])[O:12][C:13]([CH3:16])([CH3:15])[CH3:14])SC)#[N:2].[Cl:26][C:27]1[CH:28]=[C:29]([C@@H:33]([C@@H:42]2[CH2:47][CH2:46][CH2:45][NH:44][CH2:43]2)[O:34][CH2:35][CH2:36][NH:37][C:38](=[O:41])[O:39][CH3:40])[CH:30]=[CH:31][CH:32]=1>CN(C=O)C.CCN(CC)CC.C(OCC)(=O)C>[Cl:26][C:27]1[CH:28]=[C:29]([C@@H:33]([C@@H:42]2[CH2:47][CH2:46][CH2:45][N:44]([C:4](=[N:3][C:1]#[N:2])[NH:7][C@H:8]([CH2:9][N:10]([CH3:18])[C:11]([O:12][C:13]([CH3:16])([CH3:15])[CH3:14])=[O:17])[CH2:19][CH:20]3[CH2:25][CH2:24][CH2:23][CH2:22][CH2:21]3)[CH2:43]2)[O:34][CH2:35][CH2:36][NH:37][C:38](=[O:41])[O:39][CH3:40])[CH:30]=[CH:31][CH:32]=1. Procedure details: To a solution of (S)-tert-butyl 2-((cyanoimino)(methylthio)methylamino)-3-cyclohexylpropyl(methyl)carbamate (200 mg, 0.543 mmol) in DMF (8 mL) and Et3N (0.5 mL) was added methyl 2-((R)-(3-chlorophenyl)((R)-piperidin-3-yl)methoxy)ethylcarbamate (178 mg, 0.543 mmol). The mixture was heated at 100-110° C. for 48 h. The reaction mixture was diluted with ethyl acetate (100 mL), washed with water (30 mL×4), dried over Na2SO4 and concentrated to give the residue, which was purified by column to give me... Reactants: ClCCC(=O)C1CCCC1 (3-Chloro-1-cyclopentyl-propan-1-one), [N-]=[N+]=[N-].[Na+] (sodium azide), S(=O)(=O)([O-])[O-].[Na+].[Na+] (sodium sulfate), TEA, C(OC(C)(C)C)(=O)OC(=O)OC(C)(C)C (di-tert-butyl pyrocarbonate). Run in CN(C)C=O (DMF). Run at temperature 70 celsius, time 2 hour. Product: C(C)(C)(C)OC(NCCC(=O)C1CCCC1)=O ((3-Cyclopentyl-3-oxo-propyl)-carbamic acid tert-butyl ester). Yield: 38.0%. Reaction SMILES: Cl[CH2:2][CH2:3][C:4]([CH:6]1[CH2:10][CH2:9][CH2:8][CH2:7]1)=[O:5].[N-:11]=[N+]=[N-].[Na+].S([O-])([O-])(=O)=O.[Na+].[Na+].[C:22]([O:29]C(OC(C)(C)C)=O)(=O)[O:23][C:24]([CH3:27])([CH3:26])[CH3:25]>CN(C=O)C>[C:24]([O:23][C:22](=[O:29])[NH:11][CH2:2][CH2:3][C:4]([CH:6]1[CH2:10][CH2:9][CH2:8][CH2:7]1)=[O:5])([CH3:27])([CH3:26])[CH3:25] |f:1.2,3.4.5|. Procedure details: To a solution of 3-chloro-1-cyclopentyl-propan-1-one (2.913 g, 18.1 mmol) from Step 1 above in DMF (40 mL) was added sodium azide (1.77 er sodium sulfate, filtered, and concentrated to an oil. The oil was then dissolved in g, 27.2 mmol). The reaction was heated to 70° C. for 3 hours. The reaction was cooled to room temperature, and then diluted with 100 mL of ethyl acetate and 100 mL of water. The layers were separated, and the aqueous was extracted with 2×50 mL of ethyl acetate. The organic lay... The reactants are ClC=1C=CC2=C(C=C(O2)C2=NC3=CC=C(C=C3N=C2N(C)C(C)C)C(=O)OC)C1 (methyl 2-(5-chlorobenzofuran-2-yl)-3-(isopropyl(methyl)amino)quinoxaline-6-carboxylate), [OH-].[Na+] (sodium hydroxide), O (water). Solvent: O1CCCC1 (tetrahydrofuran). Reaction conditions: time 8 hour. The product is ClC=1C=CC2=C(C=C(O2)C2=NC3=CC=C(C=C3N=C2N(C)C(C)C)C(=O)O)C1 (2-(5-chlorobenzofuran-2-yl)-3-(isopropyl(methyl)amino)quinoxaline-6-carboxylic acid). The yield is 41.0%. Reaction SMILES: [Cl:1][C:2]1[CH:3]=[CH:4][C:5]2[O:9][C:8]([C:10]3[C:19]([N:20]([CH:22]([CH3:24])[CH3:23])[CH3:21])=[N:18][C:17]4[C:12](=[CH:13][CH:14]=[C:15]([C:25]([O:27]C)=[O:26])[CH:16]=4)[N:11]=3)=[CH:7][C:6]=2[CH:29]=1.[OH-].[Na+].O>O1CCCC1>[Cl:1][C:2]1[CH:3]=[CH:4][C:5]2[O:9][C:8]([C:10]3[C:19]([N:20]([CH:22]([CH3:24])[CH3:23])[CH3:21])=[N:18][C:17]4[C:12](=[CH:13][CH:14]=[C:15]([C:25]([OH:27])=[O:26])[CH:16]=4)[N:11]=3)=[CH:7][C:6]=2[CH:29]=1 |f:1.2|. Procedure: To a solution of methyl 2-(5-chlorobenzofuran-2-yl)-3-(isopropyl(methyl)amino)quinoxaline-6-carboxylate (152 mg, 0.37 mmol) in tetrahydrofuran (30 mL) was added sodium hydroxide (48.6 mg, 1.22 mmol) and water (2 ml) with stirring overnight at room temperature. The reaction mixture was concentrated under vacuum, dissolved in water (30 mL), and adjusted to pH 5 with HCl (3N). The solids were collected by filtration to afford 2-(5-chlorobenzofuran-2-yl)-3-(isopropyl(methyl)amino)quinoxaline-6-carbo... Reactants: CC(=O)[O-], CCO, Cc1nc(-c2ccccc2C(F)(F)F)c(CC(Cl)C(=O)O)o1, [Na+]. Product: Cc1nc(-c2ccccc2C(F)(F)F)c(CCC(=O)O)o1. As a reaction SMILES: [CH3:24][C:25](=[O:26])[O-:27].[CH3:28][CH2:29][OH:30].[Cl:1][CH:2]([C:3](=[O:4])[OH:5])[CH2:6][c:7]1[c:8](-[c:13]2[c:14]([C:19]([F:20])([F:21])[F:22])[cH:15][cH:16][cH:17][cH:18]2)[n:9][c:10]([CH3:12])[o:11]1.[Na+:23]>>[CH2:2]([C:3](=[O:4])[OH:5])[CH2:6][c:7]1[c:8](-[c:13]2[c:14]([C:19]([F:20])([F:21])[F:22])[cH:15][cH:16][cH:17][cH:18]2)[n:9][c:10]([CH3:12])[o:11]1. Reactants: CC=1OC(=CC(C1)=O)C1=CC=CC=C1 (2-Methyl-6-phenyl-4H-pyran-4-one), C(=O)(O)C1=CC=C(C=O)C=C1 (4-carboxybenzaldehyde), [O-]CC.[Na+] (sodium ethoxide), [Na] (sodium), Cl (hydrochloric acid). Run in C(C)O (ethanol). Yields the product O=C1C=C(OC(=C1)C1=CC=CC=C1)C=CC1=CC=C(C(=O)O)C=C1 (4-[2-(4-Oxo-6-phenyl-4H-pyran-2-yl)ethenyl]benzoic acid). As a reaction SMILES: [CH3:1][C:2]1[O:3][C:4]([C:9]2[CH:14]=[CH:13][CH:12]=[CH:11][CH:10]=2)=[CH:5][C:6](=[O:8])[CH:7]=1.[C:15]([C:18]1[CH:25]=[CH:24][C:21]([CH:22]=O)=[CH:20][CH:19]=1)([OH:17])=[O:16].[O-]CC.[Na+].[Na].Cl>C(O)C>[O:8]=[C:6]1[CH:5]=[C:4]([C:9]2[CH:14]=[CH:13][CH:12]=[CH:11][CH:10]=2)[O:3][C:2]([CH:1]=[CH:22][C:21]2[CH:24]=[CH:25][C:18]([C:15]([OH:17])=[O:16])=[CH:19][CH:20]=2)=[CH:7]1 |f:2.3,^1:29|. Reported procedure: 2-Methyl-6-phenyl-4H-pyran-4-one (3.7 g) and 4-carboxybenzaldehyde (3.0 g) were added to a stirred solution of sodium ethoxide prepared by dissolving sodium (1.0 g) in ethanol (75 ml) and the mixture was heated under reflux for an hour, cooled and acidified with 2M hydrochloric acid (25 ml). The resulting solid was recrystallised from acetic acid and then from dimethylformamide-water to give the pale yellow title product (mp>300° C.). Reactants: C1(=CC=CC=C1)S(=O)(=O)N1C=C(C=2C1=NC=C(C2)C2=CC=C(C=C2)N(C)C)C#N (1-Benzenesulfonyl-5-(4-dimethylamino-phenyl)-1H-pyrrolo[2,3-b]pyridine-3-carbonitrile), [OH-].[Na+] (NaOH). Run in CCO (EtOH). Conditions: temperature 110 celsius. The product is CN(C1=CC=C(C=C1)C=1C=C2C(=NC1)NC=C2C#N)C (5-(4-Dimethylamino-phenyl)-1H-pyrrolo[2,3-b]pyridine-3-carbonitrile). Isolated yield 55.1%. As a reaction SMILES: C1(S([N:10]2[C:14]3=[N:15][CH:16]=[C:17]([C:19]4[CH:24]=[CH:23][C:22]([N:25]([CH3:27])[CH3:26])=[CH:21][CH:20]=4)[CH:18]=[C:13]3[C:12]([C:28]#[N:29])=[CH:11]2)(=O)=O)C=CC=CC=1.[OH-].[Na+]>CCO>[CH3:26][N:25]([CH3:27])[C:22]1[CH:21]=[CH:20][C:19]([C:17]2[CH:18]=[C:13]3[C:12]([C:28]#[N:29])=[CH:11][NH:10][C:14]3=[N:15][CH:16]=2)=[CH:24][CH:23]=1 |f:1.2|. Procedure details: A mixture of 2 (41.5 mg, 0.103 mmol) and 10% aqueous NaOH (2.0 mL) in EtOH (4.0 mL) was heated at 110° C. for 40 min. It was then poured onto water (5 mL), extracted with ethyl acetate (4×10 mL) and the combined organic extracts dried (MgSO4) and concentrated. The residue was purified by preparative TLC (PTLC) using 5% ethyl acetate in dichloromethane as eluent to give 3 as a light orange solid (14.9 mg, 36%); 1H NMR (400 MHz, CDCl3) δ 3.06 (s, 6H), 6.86 (d, J=8.9 Hz, 2H), 7.55 (d, J=8.9 Hz, 2H)... Starting materials: CCOCC, O=C1CCC(=O)N1Br, CN(C)C=O, O, O=S(=O)(c1ccccc1)n1ccc2cc(O)ccc21. The product is O=S(=O)(c1ccccc1)n1ccc2c(Br)c(O)ccc21. RXN SMILES: [CH2:34]([O:35][CH2:36][CH3:37])[CH3:38].[O:1]=[C:2]1[N:3]([Br:8])[C:4](=[O:5])[CH2:6][CH2:7]1.[O:28]=[CH:29][N:30]([CH3:31])[CH3:32].[OH2:33].[c:9]1([S:15](=[O:16])(=[O:17])[n:18]2[cH:19][cH:20][c:21]3[cH:22][c:23]([OH:27])[cH:24][cH:25][c:26]23)[cH:10][cH:11][cH:12][cH:13][cH:14]1>>[Br:8][c:22]1[c:21]2[cH:20][cH:19][n:18]([S:15]([c:9]3[cH:10][cH:11][cH:12][cH:13][cH:14]3)(=[O:16])=[O:17])[c:26]2[cH:25][cH:24][c:23]1[OH:27]. The reactants are [I-].[Na+] (sodium iodide), CN1C=C(C2=CC(=C(C=C12)OCCCl)OC)C1=CC=2C(=NC=CC2)N1S(=O)(=O)C1=CC=C(C=C1)C (2-[1-methyl-5-methoxy-6-(2-chloroethoxy)-1H-indol-3-yl]-1-(toluene-4-sulfonyl)-1H-pyrrolo[2,3-b]pyridine). Solvent: CC(CC)=O (2-butanone). The product is CN1C=C(C2=CC(=C(C=C12)OCCI)OC)C1=CC=2C(=NC=CC2)N1S(=O)(=O)C1=CC=C(C=C1)C (2-[1-methyl-5-methoxy-6-(2-iodoethoxy)-1H-indol-3-yl]-1-(toluene-4-sulfonyl)-1H-pyrrolo[2,3-b]pyridine). Yield: 81.2%. As a reaction SMILES: [I-:1].[Na+].[CH3:3][N:4]1[C:12]2[C:7](=[CH:8][C:9]([O:17][CH3:18])=[C:10]([O:13][CH2:14][CH2:15]Cl)[CH:11]=2)[C:6]([C:19]2[N:27]([S:28]([C:31]3[CH:36]=[CH:35][C:34]([CH3:37])=[CH:33][CH:32]=3)(=[O:30])=[O:29])[C:22]3=[N:23][CH:24]=[CH:25][CH:26]=[C:21]3[CH:20]=2)=[CH:5]1>CC(=O)CC>[CH3:3][N:4]1[C:12]2[C:7](=[CH:8][C:9]([O:17][CH3:18])=[C:10]([O:13][CH2:14][CH2:15][I:1])[CH:11]=2)[C:6]([C:19]2[N:27]([S:28]([C:31]3[CH:36]=[CH:35][C:34]([CH3:37])=[CH:33][CH:32]=3)(=[O:30])=[O:29])[C:22]3=[N:23][CH:24]=[CH:25][CH:26]=[C:21]3[CH:20]=2)=[CH:5]1 |f:0.1|. Procedure: 0.260 g of sodium iodide is added to a solution of 0.59 g of 2-[1-methyl-5-methoxy-6-(2-chloroethoxy)-1H-indol-3-yl]-1-(toluene-4-sulfonyl)-1H-pyrrolo[2,3-b]pyridine in 42 ml of 2-butanone, under an inert argon atmosphere at a temperature in the region of 20° C. The reaction medium is refluxed for 24 hours. After cooling, the reaction medium is concentrated under reduced pressure. The residue obtained is purified by flash-pack chromatography (silica, dichloromethane as eluent). The fractions con...